This data is from the Open Reaction Database (ORD), a public repository of structured organic reaction records. The task is: describe an organic reaction: reactants, conditions, products, and yield Reactants: CC(=O)N1CC(C)(C)c2ccc([N+](=O)[O-])cc21, CO. The product is CC(=O)N1CC(C)(C)c2ccc(N)cc21. Reaction SMILES: [C:1]([CH3:2])(=[O:3])[N:4]1[CH2:5][C:6]([CH3:16])([CH3:17])[c:7]2[cH:8][cH:9][c:10]([N+:13]([O-:14])=[O:15])[cH:11][c:12]21.[CH3:18][OH:19]>>[C:1]([CH3:2])(=[O:3])[N:4]1[CH2:5][C:6]([CH3:16])([CH3:17])[c:7]2[cH:8][cH:9][c:10]([NH2:13])[cH:11][c:12]21. The reactants are CC1=C(O)C=CC(=C1)C(C)(C)C1=CC=C(C=C1)O (methylbisphenol-A), C([O-])([O-])=O.[K+].[K+] (potassium carbonate), FC1=CC=C(C(=O)C2=CC=C(C=C2)F)C=C1 (4,4′-difluorobenzophenone), C1(=CC=CC=C1)C (toluene), 8.2K. Run in CN(C(C)=O)C (N,N-dimethylacetamide). The product is CC1=C(O)C=CC(=C1)C(C)(C)C1=CC=C(C=C1)O.C(C1=CC=CC=C1)(=O)C1=CC=CC=C1 (methybisphenol-A benzophenone). As a reaction SMILES: [CH3:1][C:2]1[CH:8]=[C:7]([C:9]([C:12]2[CH:17]=[CH:16][C:15]([OH:18])=[CH:14][CH:13]=2)([CH3:11])[CH3:10])[CH:6]=[CH:5][C:3]=1[OH:4].C(=O)([O-])[O-].[K+].[K+].F[C:26]1[CH:40]=[CH:39][C:29]([C:30]([C:32]2[CH:37]=[CH:36][C:35](F)=[CH:34][CH:33]=2)=[O:31])=[CH:28][CH:27]=1.C1(C)C=CC=CC=1>CN(C)C(=O)C>[CH3:1][C:2]1[CH:8]=[C:7]([C:9]([C:12]2[CH:13]=[CH:14][C:15]([OH:18])=[CH:16][CH:17]=2)([CH3:11])[CH3:10])[CH:6]=[CH:5][C:3]=1[OH:4].[C:30]([C:32]1[CH:37]=[CH:36][CH:35]=[CH:34][CH:33]=1)(=[O:31])[C:29]1[CH:39]=[CH:40][CH:26]=[CH:27][CH:28]=1 |f:1.2.3,7.8|. Reported procedure: Polymerization was carried out similar to the P(BPZ-BNZPH) polymerization, except methylbisphenol-A (10.0000 g, 39.00 mmol), potassium carbonate (10.782 g, 78.00 mmol), 4,4′-difluorobenzophenone (8.5102 g, 39.00 mmol), toluene (50 g) and N,N-dimethylacetamide (85 g) were used. The yield was about 15.34 g. The number average molecular weight of the polymer was about 8.2K. The reactants are ice water, ClC1=CC(=C(C=C1OC(C)C)N1N=C(NC1=O)C)F (1-[4-chloro-2-fluoro-5-(1-methylethoxy)phenyl]-4,5-dihydro-3-methyl-1,2,4-triazol-5(1H)-one), BrCCCF (1-bromo-3-fluoropropane), C([O-])([O-])=O.[K+].[K+] (potassium carbonate). The solvent is CN(C=O)C (dimethylformamide). The product is ClC1=CC(=C(C=C1OC(C)C)N1N=C(N(C1=O)CCCF)C)F (1-[4-chloro-2-fluoro-5-(1-methylethoxy)phenyl]-4-(3-fluoropropyl)-4,5-dihydro-3-methyl-1,2,4-triazol-5(1H)-one). The yield is 48.2%. Reaction SMILES: [Cl:1][C:2]1[C:7]([O:8][CH:9]([CH3:11])[CH3:10])=[CH:6][C:5]([N:12]2[C:16](=[O:17])[NH:15][C:14]([CH3:18])=[N:13]2)=[C:4]([F:19])[CH:3]=1.Br[CH2:21][CH2:22][CH2:23][F:24].C(=O)([O-])[O-].[K+].[K+]>CN(C)C=O>[Cl:1][C:2]1[C:7]([O:8][CH:9]([CH3:11])[CH3:10])=[CH:6][C:5]([N:12]2[C:16](=[O:17])[N:15]([CH2:21][CH2:22][CH2:23][F:24])[C:14]([CH3:18])=[N:13]2)=[C:4]([F:19])[CH:3]=1 |f:2.3.4|. Procedure: A stirred solution of 1.8 g (0.006 mole) of 1-[4-chloro-2-fluoro-5-(1-methylethoxy)phenyl]-4,5-dihydro-3-methyl-1,2,4-triazol-5(1H)-one, 1.8 g (0.013 mole) of 1-bromo-3-fluoropropane and 0.30 g (0.010 mole) of potassium carbonate in dimethylformamide was heated at 55°-65° C. for 16 hours. The reaction mixture was cooled to ambient temperature and poured into ice-water. The mixture was extracted with diethyl ether and the extract dried with magnesium sulfate. The extract was filtered and the filt... Solvent: N1=CC=CC=C1 (pyridine). Conditions: temperature 60 celsius, time 2 hour. Product: ClC1=CC=CC(=N1)CNC(OC[C@H]1NC[C@H](OC1)CCC1=C(C=NC=C1F)NC(CC(C1=CC=C(C=C1)F)C1=CC=C(C=C1)F)=O)=O (((3S,6R)-6-(2-(3-(3,3-bis(4-fluorophenyl)propanamido)-5-fluoropyridin-4-yl)ethyl)morpholin-3-yl)methyl ((6-chloropyridin-2-yl)methyl)carbamate). Procedure: To a mixture of tert-Butyl (2R,5R)-2-[2-(3-{[N-(tert-butoxycarbonyl)-4-fluoro-β-(4-fluorophenyl)-L-phenylalanyl]amino}-5-fluoropyridin-4-yl)ethyl]-5-(hydroxymethyl)morpholine-4-carboxylate (Example 149, Step 7) (677 mg, 0.95 mmol) and carbonyldiimidazole (154 mg, 0.95 mmol) was added dry pyridine (22.5 mL). The resulting solution was heated at 60° C. and stirred for 2 h. This solution was then distributed in 0.5 mL (0.021 mmol) aliquots to 45 2-dram sample vials, each containing a diverse amine ... Reactants: amine, C(C)(C)(C)OC(=O)N[C@@H](C(C1=CC=C(C=C1)F)C1=CC=C(C=C1)F)C(=O)NC=1C=NC=C(C1CC[C@@H]1CN([C@@H](CO1)CO)C(=O)OC(C)(C)C)F (tert-Butyl (2R,5R)-2-[2-(3-{[N-(tert-butoxycarbonyl)-4-fluoro-β-(4-fluorophenyl)-L-phenylalanyl]amino}-5-fluoropyridin-4-yl)ethyl]-5-(hydroxymethyl)morpholine-4-carboxylate), C(=O)(N1C=NC=C1)N1C=NC=C1 (carbonyldiimidazole), ClC1=CC=CC(=N1)CN ((6-chloropyridin-2-yl)methanamine), 45. RXN SMILES: C(OC(N[C@H:9]([C:25]([NH:27][C:28]1[CH:29]=[N:30][CH:31]=[C:32]([F:51])[C:33]=1[CH2:34][CH2:35][C@H:36]1[O:41][CH2:40][C@@H:39]([CH2:42][OH:43])[N:38](C(OC(C)(C)C)=O)[CH2:37]1)=[O:26])[CH:10]([C:18]1[CH:23]=[CH:22][C:21]([F:24])=[CH:20][CH:19]=1)[C:11]1[CH:16]=[CH:15][C:14]([F:17])=[CH:13][CH:12]=1)=O)(C)(C)C.[C:52](N1C=CN=C1)(N1C=CN=C1)=[O:53].[Cl:64][C:65]1[N:70]=[C:69]([CH2:71][NH2:72])[CH:68]=[CH:67][CH:66]=1>N1C=CC=CC=1>[Cl:64][C:65]1[N:70]=[C:69]([CH2:71][NH:72][C:52](=[O:53])[O:43][CH2:42][C@@H:39]2[CH2:40][O:41][C@H:36]([CH2:35][CH2:34][C:33]3[C:32]([F:51])=[CH:31][N:30]=[CH:29][C:28]=3[NH:27][C:25](=[O:26])[CH2:9][CH:10]([C:11]3[CH:16]=[CH:15][C:14]([F:17])=[CH:13][CH:12]=3)[C:18]3[CH:19]=[CH:20][C:21]([F:24])=[CH:22][CH:23]=3)[CH2:37][NH:38]2)[CH:68]=[CH:67][CH:66]=1. Starting materials: ClCC=1N=NC=2C(N1)=C(N=C(N2)N)N (3-Chloromethyl-pyrimido[5,4-e][1,2,4]triazine-5,7-diamine), C(C1=CC=CC=C1)N1CCNCC1 (N-Benzylpiperazine). Run in C(C)O (ethanol). Reaction conditions: temperature 90 celsius. The product is C(C1=CC=CC=C1)N1CCN(CC1)CC=1N=NC=2C(N1)=C(N=C(N2)N)N (3-(4-Benzyl-piperazin-1-ylmethyl)-pyrimido[5,4-e][1,2,4]triazine-5,7-diamine). RXN SMILES: Cl[CH2:2][C:3]1[N:4]=[N:5][C:6]2[C:7](=[C:9]([NH2:14])[N:10]=[C:11]([NH2:13])[N:12]=2)[N:8]=1.[CH2:15]([N:22]1[CH2:27][CH2:26][NH:25][CH2:24][CH2:23]1)[C:16]1[CH:21]=[CH:20][CH:19]=[CH:18][CH:17]=1>C(O)C>[CH2:15]([N:22]1[CH2:27][CH2:26][N:25]([CH2:2][C:3]2[N:4]=[N:5][C:6]3[C:7](=[C:9]([NH2:14])[N:10]=[C:11]([NH2:13])[N:12]=3)[N:8]=2)[CH2:24][CH2:23]1)[C:16]1[CH:17]=[CH:18][CH:19]=[CH:20][CH:21]=1. Procedure details: A mixture of 3-Chloromethyl-pyrimido[5,4-e][1,2,4]triazine-5,7-diamine 3 (48 mg; 0.23 mmol) and N-Benzylpiperazine (0.12 mL) in ethanol (0.1 mL) were heated to 90° C. in a sealed tube for 2 h. The mixture was then allowed to cool to room temperature and concentrated in vacuo. The crude product was purified by reverse phase HPLC (Rainin C18, 0% CH3CN to 50% CH3CN gradient, CH3CN/H2O, 0.1% TFA) and the bright yellow fractions containing the product were lyophilized after removal of CH3CN in vacuo ... The reactants are CN1CCCC1=O, CS(=O)(=O)c1nc(NC2CC2)n2ncc(C=C3NC(=O)NC3=O)c2n1, CS(=O)c1nc(NC2CC2)n2ncc(C=C3NC(=O)NC3=O)c2n1, [H-], [Na+], O, OCc1ccccc1. Product: O=C1NC(=O)C(=Cc2cnn3c(NC4CC4)nc(OCc4ccccc4)nc23)N1. RXN SMILES: [CH3:60][N:61]1[CH2:62][CH2:63][CH2:64][C:65]1=[O:66].[CH:11]1([NH:14][c:15]2[n:16][c:17]([S:32]([CH3:33])(=[O:34])=[O:35])[n:18][c:19]3[n:20]2[n:21][cH:22][c:23]3[CH:24]=[C:25]2[C:26](=[O:31])[NH:27][C:28](=[O:30])[NH:29]2)[CH2:12][CH2:13]1.[CH:36]1([NH:37][c:38]2[n:39]3[n:40][cH:41][c:42]([CH:43]=[C:44]4[C:45](=[O:46])[NH:47][C:48](=[O:49])[NH:50]4)[c:51]3[n:52][c:53]([S:54]([CH3:55])=[O:56])[n:57]2)[CH2:58][CH2:59]1.[H-:9].[Na+:10].[OH2:67].[OH:1][CH2:2][c:3]1[cH:4][cH:5][cH:6][cH:7][cH:8]1>>[O:1]([CH2:2][c:3]1[cH:4][cH:5][cH:6][cH:7][cH:8]1)[c:17]1[n:16][c:15]([NH:14][CH:11]2[CH2:12][CH2:13]2)[n:20]2[c:19]([n:18]1)[c:23]([CH:24]=[C:25]1[C:26](=[O:31])[NH:27][C:28](=[O:30])[NH:29]1)[cH:22][n:21]2. Starting materials: N1C=NC=C1 (imidazole), ClC=1N=C(C2=C(N1)SC=C2C)NCC2=CC(=C(C=C2)Cl)Cl (2-chloro-5-methyl-4-(3,4-dichlorobenzylamino)-thieno-[2,3-d]-pyrimidine). Product: N1(C=NC=C1)C=1N=C(C2=C(N1)SC=C2C)NCC2=CC(=C(C=C2)Cl)Cl (2-(imidazol-1-yl)-5-methyl-4-(3,4-dichlorobenzylamino)-thieno-[2,3-d]-pyrimidine). As a reaction SMILES: [NH:1]1[CH:5]=[CH:4][N:3]=[CH:2]1.Cl[C:7]1[N:8]=[C:9]([NH:17][CH2:18][C:19]2[CH:24]=[CH:23][C:22]([Cl:25])=[C:21]([Cl:26])[CH:20]=2)[C:10]2[C:15]([CH3:16])=[CH:14][S:13][C:11]=2[N:12]=1>>[N:1]1([C:7]2[N:8]=[C:9]([NH:17][CH2:18][C:19]3[CH:24]=[CH:23][C:22]([Cl:25])=[C:21]([Cl:26])[CH:20]=3)[C:10]3[C:15]([CH3:16])=[CH:14][S:13][C:11]=3[N:12]=2)[CH:5]=[CH:4][N:3]=[CH:2]1. Reported procedure: Following the procedure of Example 97, the reaction of imidazole with 2-chloro-5-methyl-4-(3,4-dichlorobenzylamino)-thieno-[2,3-d]-pyrimidine gives 2-(imidazol-1-yl)-5-methyl-4-(3,4-dichlorobenzylamino)-thieno-[2,3-d]-pyrimidine.